From a dataset of the Open Reaction Database (ORD), a public repository of structured organic reaction records. describe an organic reaction: reactants, conditions, products, and yield The reactants are C(C)OC(=O)C=1C=C2CC(C(NC2=CC1)C1=CC(=CC=C1)Br)(C)C (2-(3-bromo-phenyl)-3,3-dimethyl-1,2,3,4-tetrahydro-quinoline-6-carboxylic acid ethyl ester), CN1CCNCC1 (1-methyl-piperazine), Cl.CN(CC(=O)O)C (N,N-dimethylglycine hydrochloride), C([O-])([O-])=O.[K+].[K+] (potassium carbonate). Reagents/catalysts: [Cu]I (copper(I) iodide). Solvent: CS(=O)C (dimethyl sulfoxide). Reaction conditions: temperature 120 celsius, time 16 hour. Product: C(C)OC(=O)C=1C=C2CC(C(NC2=CC1)C1=CC(=CC=C1)N1CCN(CC1)C)(C)C (3,3-dimethyl-2-[3-(4-methyl-piperazin-1-yl)-phenyl]-1,2,3,4-tetrahydro-quinoline-6-carboxylic acid ethyl ester). Yield: 81.0%. As a reaction SMILES: [CH2:1]([O:3][C:4]([C:6]1[CH:7]=[C:8]2[C:13](=[CH:14][CH:15]=1)[NH:12][CH:11]([C:16]1[CH:21]=[CH:20][CH:19]=[C:18](Br)[CH:17]=1)[C:10]([CH3:24])([CH3:23])[CH2:9]2)=[O:5])[CH3:2].[CH3:25][N:26]1[CH2:31][CH2:30][NH:29][CH2:28][CH2:27]1.Cl.CN(C)CC(O)=O.C(=O)([O-])[O-].[K+].[K+]>CS(C)=O.[Cu]I>[CH2:1]([O:3][C:4]([C:6]1[CH:7]=[C:8]2[C:13](=[CH:14][CH:15]=1)[NH:12][CH:11]([C:16]1[CH:21]=[CH:20][CH:19]=[C:18]([N:29]3[CH2:30][CH2:31][N:26]([CH3:25])[CH2:27][CH2:28]3)[CH:17]=1)[C:10]([CH3:24])([CH3:23])[CH2:9]2)=[O:5])[CH3:2] |f:2.3,4.5.6|. Procedure details: A mixture of 2-(3-bromo-phenyl)-3,3-dimethyl-1,2,3,4-tetrahydro-quinoline-6-carboxylic acid ethyl ester (4.0 g, 10.3 mmol), 1-methyl-piperazine (3.5 mL, 30.9 mmol), copper(I) iodide (785 mg, 4.1 mmol), N,N-dimethylglycine hydrochloride (1.2 g, 8.2 mmol) and potassium carbonate (6.1 g, 44.1 mmol) in dimethyl sulfoxide (30 mL) was stirred at 120° C. for 16 hours. Then the reaction mixture cooled to room temperature. The reaction mixture was extracted with ethyl acetate (2×200 mL), washed with wate... Starting materials: CCOC(=O)CCCCc1c(C)nn2c(CC)ccc2c1-c1cncc(NC(=O)OC(C)(C)C)c1, CCOC(C)=O, Cl. The product is CCOC(=O)CCCCc1c(C)nn2c(CC)ccc2c1-c1cncc(N)c1. As a reaction SMILES: [C:1]([O:2][C:3](=[O:4])[NH:8][c:9]1[cH:10][c:11](-[c:15]2[c:16]3[n:17]([n:18][c:19]([CH3:30])[c:20]2[CH2:21][CH2:22][CH2:23][CH2:24][C:25](=[O:26])[O:27][CH2:28][CH3:29])[c:31]([CH2:34][CH3:35])[cH:32][cH:33]3)[cH:12][n:13][cH:14]1)([CH3:5])([CH3:6])[CH3:7].[C:36]([O:37][CH2:38][CH3:39])(=[O:40])[CH3:41].[ClH:42]>>[NH2:8][c:9]1[cH:10][c:11](-[c:15]2[c:16]3[n:17]([n:18][c:19]([CH3:30])[c:20]2[CH2:21][CH2:22][CH2:23][CH2:24][C:25](=[O:26])[O:27][CH2:28][CH3:29])[c:31]([CH2:34][CH3:35])[cH:32][cH:33]3)[cH:12][n:13][cH:14]1. Starting materials: BrC=1C=C(C=C(C1)Br)N1CCN(CC1)CC1=CC=C(C=C1)N (1-(3,5-dibromophenyl)-4-[(4-aminophenyl)methyl]piperazine), ClC1=CC=NC2=CC(=CC=C12)C(F)(F)F (4-chloro-7-(trifluoromethyl)quinoline). Yields the product BrC=1C=C(C=C(C1)Br)N1CCN(CC1)CC1=CC=C(C=C1)NC1=CC=NC2=CC(=CC=C12)C(F)(F)F (4-[[4-[[4-(3,5-dibromophenyl)-1-piperazinyl]methyl]phenyl]amino]-7-(trifluoromethyl)quinoline). RXN SMILES: [Br:1][C:2]1[CH:3]=[C:4]([N:9]2[CH2:14][CH2:13][N:12]([CH2:15][C:16]3[CH:21]=[CH:20][C:19]([NH2:22])=[CH:18][CH:17]=3)[CH2:11][CH2:10]2)[CH:5]=[C:6]([Br:8])[CH:7]=1.Cl[C:24]1[C:33]2[C:28](=[CH:29][C:30]([C:34]([F:37])([F:36])[F:35])=[CH:31][CH:32]=2)[N:27]=[CH:26][CH:25]=1>>[Br:1][C:2]1[CH:3]=[C:4]([N:9]2[CH2:14][CH2:13][N:12]([CH2:15][C:16]3[CH:21]=[CH:20][C:19]([NH:22][C:24]4[C:33]5[C:28](=[CH:29][C:30]([C:34]([F:37])([F:35])[F:36])=[CH:31][CH:32]=5)[N:27]=[CH:26][CH:25]=4)=[CH:18][CH:17]=3)[CH2:11][CH2:10]2)[CH:5]=[C:6]([Br:8])[CH:7]=1. Procedure details: In the manner given in Example 1C, 1-(3,5-dibromophenyl)-4-[(4-aminophenyl)methyl]piperazine and 4-chloro-7-(trifluoromethyl)quinoline are reacted together at reflux to give 4-[[4-[[4-(3,5-dibromophenyl)-1-piperazinyl]methyl]phenyl]amino]-7-(trifluoromethyl)quinoline. The reactants are CC(C)c1nc2ccccc2n1-c1nc(N2CCOCC2)c2nc(CC3CN(C(=O)OC(C)(C)C)C3)n(C)c2n1, ClCCl, O=C(O)C(F)(F)F. The product is CC(C)c1nc2ccccc2n1-c1nc(N2CCOCC2)c2nc(CC3CNC3)n(C)c2n1. Reaction SMILES: [C:1]([O:2][C:3](=[O:4])[N:8]1[CH2:9][CH:10]([CH2:12][c:13]2[n:14]([CH3:40])[c:15]3[n:16][c:17](-[n:28]4[c:29]([CH:37]([CH3:38])[CH3:39])[n:30][c:31]5[c:32]4[cH:33][cH:34][cH:35][cH:36]5)[n:18][c:19]([N:22]4[CH2:23][CH2:24][O:25][CH2:26][CH2:27]4)[c:20]3[n:21]2)[CH2:11]1)([CH3:5])([CH3:6])[CH3:7].[Cl:48][CH2:49][Cl:50].[F:41][C:42]([F:43])([F:44])[C:45]([OH:46])=[O:47]>>[NH:8]1[CH2:9][CH:10]([CH2:12][c:13]2[n:14]([CH3:40])[c:15]3[n:16][c:17](-[n:28]4[c:29]([CH:37]([CH3:38])[CH3:39])[n:30][c:31]5[c:32]4[cH:33][cH:34][cH:35][cH:36]5)[n:18][c:19]([N:22]4[CH2:23][CH2:24][O:25][CH2:26][CH2:27]4)[c:20]3[n:21]2)[CH2:11]1.